From a dataset of the Open Reaction Database (ORD), a public repository of structured organic reaction records. describe an organic reaction: reactants, conditions, products, and yield Starting materials: Brc1cncc(Br)c1, Oc1ccc(F)cc1, [H-], [Na+], [Na+], CN(C)C=O, [OH-], O. Yields the product Fc1ccc(Oc2cncc(Br)c2)cc1. Reaction SMILES: [Br:11][c:12]1[cH:13][n:14][cH:15][c:16]([Br:17])[cH:18]1.[F:3][c:4]1[cH:5][cH:6][c:7]([OH:10])[cH:8][cH:9]1.[H-:1].[Na+:20].[Na+:2].[O:21]=[CH:22][N:23]([CH3:24])[CH3:25].[OH-:19].[OH2:26]>>[F:3][c:4]1[cH:5][cH:6][c:7]([O:10][c:16]2[cH:15][n:14][cH:13][c:12]([Br:11])[cH:18]2)[cH:8][cH:9]1. Reactants: C(C)OC(CN(S(=O)(=O)C1=CC=C(C=C1)C)CC1=CC(=CC=C1)OC)OCC (N-(2,2-diethoxyethyl)-N-[(3-methoxyphenyl)methyl]-4-methyl-benzenesulfonamide), O1CCOCC1 (dioxane), Cl (HCl). Run in O (H2O). Yields the product COC1=CC=C2C=CN=CC2=C1 (7-Methoxyisoquinoline). Isolated yield 102.4%. As a reaction SMILES: C(O[CH:4](OCC)[CH2:5][N:6]([CH2:17][C:18]1[CH:23]=[CH:22][CH:21]=[C:20]([O:24][CH3:25])[CH:19]=1)S(C1C=CC(C)=CC=1)(=O)=O)C.O1CCOCC1.Cl>O>[CH3:25][O:24][C:20]1[CH:19]=[C:18]2[C:23]([CH:4]=[CH:5][N:6]=[CH:17]2)=[CH:22][CH:21]=1. Procedure: To a 2 liter round bottom flask equipped with a magnetic stir bar, condenser and nitrogen inlet is added (75 g, 0.184 mole) of N-(2,2-diethoxyethyl)-N-[(3-methoxyphenyl)methyl]-4-methyl-benzenesulfonamide, 1.0 liter of dioxane and 200 ml of 6N HCl. This slurry is stirred and heated at reflux under nitrogen for 18 hours. The reaction solution is then slowly poured into 1 liter of H2O and stirred for an additional 30 minutes then extracted with ether (2×500 ml). The pH of the aqueous layer is adju... Run in C(Cl)Cl (methylene chloride). As a reaction SMILES: FC(F)(F)C(O)=O.[CH3:8][N:9]1[C:14]([C:15]([F:18])([F:17])[F:16])=[CH:13][C:12](=[O:19])[N:11]([C:20]2[CH:21]=[CH:22][C:23]3[S:27][N:26]=[C:25]([C:28]4[CH:33]=[C:32]([O:34][CH:35]([CH3:43])[C:36]([O:38]C(C)(C)C)=[O:37])[CH:31]=[CH:30][C:29]=4[CH3:44])[C:24]=3[CH:45]=2)[C:10]1=[O:46]>C(Cl)Cl>[CH3:8][N:9]1[C:14]([C:15]([F:17])([F:18])[F:16])=[CH:13][C:12](=[O:19])[N:11]([C:20]2[CH:21]=[CH:22][C:23]3[S:27][N:26]=[C:25]([C:28]4[CH:33]=[C:32]([O:34][CH:35]([CH3:43])[C:36]([OH:38])=[O:37])[CH:31]=[CH:30][C:29]=4[CH3:44])[C:24]=3[CH:45]=2)[C:10]1=[O:46]. Reaction conditions: time 24 hour. Reported procedure: Trifluoroacetic acid (75 mL) is added to a solution of tert-butyl 2-{{2-{5-[3,6-dihydro-3-methyl-2,6-dioxo-4-(trifluoromethyl)-1 (2H)-pyrimidinyl]-1,2-benzisothiazol-3-yl}-p-tolyl}oxy}propionate (12.0 g, 21.4 mmol) in methylene chloride. The reaction mixture is stirred at room temperature for 24 hours and concentrated in vacuo to give the title product as a yellow foam which is identified by NMR spectral analyses. The product is CN1C(N(C(C=C1C(F)(F)F)=O)C=1C=CC2=C(C(=NS2)C2=C(C=CC(=C2)OC(C(=O)O)C)C)C1)=O (2-{{2-{5-[3,6-dihydro-3-methyl-2,6-dioxo-4-(trifluoromethyl)-1(2H)-pyrimidinyl]-1,2-benzisothiazol-3-yl}-p-tolyl}oxy}propionic acid). The reactants are FC(C(=O)O)(F)F (Trifluoroacetic acid), CN1C(N(C(C=C1C(F)(F)F)=O)C=1C=CC2=C(C(=NS2)C2=C(C=CC(=C2)OC(C(=O)OC(C)(C)C)C)C)C1)=O (tert-butyl 2-{{2-{5-[3,6-dihydro-3-methyl-2,6-dioxo-4-(trifluoromethyl)-1 (2H)-pyrimidinyl]-1,2-benzisothiazol-3-yl}-p-tolyl}oxy}propionate). Reactants: CSC1C(NC2=CC=C(C=C12)C(F)(F)F)=O (3-(methylthio)-5-(trifluoromethyl)oxindole). The reagents and catalysts are [Zn] (Zn). Solvent: CC(=O)O (AcOH). Yields the product FC(C=1C=C2CC(NC2=CC1)=O)(F)F (5-trifluoromethyloxindole). Yield: 89.7%. RXN SMILES: CS[CH:3]1[C:11]2[C:6](=[CH:7][CH:8]=[C:9]([C:12]([F:15])([F:14])[F:13])[CH:10]=2)[NH:5][C:4]1=[O:16]>CC(O)=O.[Zn]>[F:15][C:12]([F:13])([F:14])[C:9]1[CH:10]=[C:11]2[C:6](=[CH:7][CH:8]=1)[NH:5][C:4](=[O:16])[CH2:3]2. Procedure: A solution of 3-(methylthio)-5-(trifluoromethyl)oxindole (Gassman P. G., Cue B. W., Luh T-Y, J. Org. Chem. 1977;42:1344-1348) (10 g, 40 mmol) in AcOH (100 mL) was heated under reflux with Zn dust (13.3 g, 0.2 mol) for 1 hour. The mixture was cooled and filtered, and the precipitate was washed with AcOH. The combined filtrates were evaporated under reduced pressure, and the residue was diluted with 1M aqueous ammonia to give 5-trifluoromethyloxindole [VII: R1 =5-CF3, R3 =H] (7.22 g, 90%); mp (aqu... Starting materials: OC1=C2C(CC3N(C2=CC(=C1)OC(C)CCCC1=CC=CC=C1)CCCC3)CCC(=O)[O-] (3-[7-hydroxy-9-(5-phenyl-2-pentyloxy)-2,3,4,4a,5,6-hexahydro-1H-pyrido[1,2-a]-quinolin-6-yl]propionate). The solvent is CCOCC (ether). Product: OC1=C2C(CC3N(C2=CC(=C1)OC(C)CCCC1=CC=CC=C1)CCCC3)CCCO (7-Hydroxy-6-(3-hydroxypropyl)-9-(5-phenyl-2-pentyloxy)-2,3,4,4a,5,6-hexahydro-1H-pyrido[1,2-a]quinoline). As a reaction SMILES: [OH:1][C:2]1[CH:11]=[C:10]([O:12][CH:13]([CH2:15][CH2:16][CH2:17][C:18]2[CH:23]=[CH:22][CH:21]=[CH:20][CH:19]=2)[CH3:14])[CH:9]=[C:8]2[C:3]=1[CH:4]([CH2:28][CH2:29][C:30]([O-])=[O:31])[CH2:5][CH:6]1[CH2:27][CH2:26][CH2:25][CH2:24][N:7]12>CCOCC>[OH:1][C:2]1[CH:11]=[C:10]([O:12][CH:13]([CH2:15][CH2:16][CH2:17][C:18]2[CH:19]=[CH:20][CH:21]=[CH:22][CH:23]=2)[CH3:14])[CH:9]=[C:8]2[C:3]=1[CH:4]([CH2:28][CH2:29][CH2:30][OH:31])[CH2:5][CH:6]1[CH2:27][CH2:26][CH2:25][CH2:24][N:7]12. Reported procedure: A 125 ml., round bottomed flask equipped with a magnetic stirrer and nitrogen inlet is thoroughly flushed with dry nitrogen. Lithium aluminum hydride, 158 mg. (4.2 mmole) and 50 ml. of dry ethyl ether were added and the suspension stirred and cooled in an ice bath. To the cooled mixture is added slowly 1.89 g. (4.2 mmole) methyl dl-3-[7-hydroxy-9-(5-phenyl-2-pentyloxy)-2,3,4,4a,5,6-hexahydro-1H-pyrido[1,2-a]-quinolin-6-yl]propionate dissolved in 20 ml. of ether. The cooling bath is removed and t... The reactants are C(C)(C)(C)OC(=O)N1CCC2=C(N(N=C2CC1)C1CCCC1)OS(=O)(=O)C(F)(F)F (2-cyclopentyl-3-trifluoromethanesulfonyloxy-4,5,7,8-tetrahydro-2H-1,2,6-triaza-azulene-6-carboxylic acid tert-butyl ester), S1C=C(C=C1)B(O)O (3-thiopheneboronic acid). Yields the product C1(CCCC1)N1N=C2CCNCCC2=C1C1=CSC=C1 (2-Cyclopentyl-3-thiophen-3-yl-2,4,5,6,7,8-hexahydro-1,2,6-triaza-azulene). The yield is 89.9%. As a reaction SMILES: C(OC([N:8]1[CH2:17][CH2:16][C:15]2[C:11](=[C:12](OS(C(F)(F)F)(=O)=O)[N:13]([CH:18]3[CH2:22][CH2:21][CH2:20][CH2:19]3)[N:14]=2)[CH2:10][CH2:9]1)=O)(C)(C)C.[S:31]1[CH:35]=[CH:34][C:33](B(O)O)=[CH:32]1>>[CH:18]1([N:13]2[C:12]([C:33]3[CH:34]=[CH:35][S:31][CH:32]=3)=[C:11]3[C:15]([CH2:16][CH2:17][NH:8][CH2:9][CH2:10]3)=[N:14]2)[CH2:19][CH2:20][CH2:21][CH2:22]1. Procedure details: The title compound (114 mg) was prepared as in Example 177, Steps C and D, using 200 mg of 2-cyclopentyl-3-trifluoromethanesulfonyloxy-4,5,7,8-tetrahydro-2H-1,2,6-triaza-azulene-6-carboxylic acid tert-butyl ester (Example 180, Step A) and 169 mg of 3-thiopheneboronic acid. MS (ESI): exact mass calculated for C16H21N3S, 287.15. found, m/z 288.4 [M+H]+. 1H NMR (500 MHz, CDCl3): 7.68-7.63 (m, 1H), 7.56-7.51 (m, 1H), 7.17-7.12 (m, 1H), 4.58 (m, 1H), 3.43-3.37 (m, 2H), 3.34-3.28 (m, 2H), 3.19-3.14 (m... Reactants: C1(CC1)N1C=C(C(C2=CC(=C(C=C12)F)F)=O)C(=O)O (1-cyclopropyl-6,7-difluoro-1,4-dihydro-4-oxo-3-quinolinecarboxylic acid), N[C@H]1[C@H](CCCC1)N (cis-1,2-diaminocyclohexane). Run in N1=CC=CC=C1 (pyridine). Conditions: temperature 115 celsius. The product is N[C@@H]1[C@@H](CCCC1)NC1=C(C=C2C(C(=CN(C2=C1)C1CC1)C(=O)O)=O)F (Cis-7-[(2-Aminocyclohexyl)amino]1-cyclopropyl-6-fluoro-1,4-dihydro-4-oxo-3-quinolinecarboxylic acid). The yield is 60.5%. RXN SMILES: [CH:1]1([N:4]2[C:13]3[C:8](=[CH:9][C:10]([F:15])=[C:11](F)[CH:12]=3)[C:7](=[O:16])[C:6]([C:17]([OH:19])=[O:18])=[CH:5]2)[CH2:3][CH2:2]1.[NH2:20][C@@H:21]1[CH2:26][CH2:25][CH2:24][CH2:23][C@@H:22]1[NH2:27]>N1C=CC=CC=1>[NH2:20][C@H:21]1[CH2:26][CH2:25][CH2:24][CH2:23][C@H:22]1[NH:27][C:11]1[CH:12]=[C:13]2[C:8]([C:7](=[O:16])[C:6]([C:17]([OH:19])=[O:18])=[CH:5][N:4]2[CH:1]2[CH2:3][CH2:2]2)=[CH:9][C:10]=1[F:15]. Reported procedure: A mixture of 1.33 g of 1-cyclopropyl-6,7-difluoro-1,4-dihydro-4-oxo-3-quinolinecarboxylic acid and 1.73 g of cis-1,2-diaminocyclohexane in 10 ml of pyridine was heated in an oil bath of 115° C. for 1 hour then filtered while hot. Cooling the filtrate afforded 1.09 g of the desired product, m.p. 270°-274° C.